This data is from the Open Reaction Database (ORD), a public repository of structured organic reaction records. The task is: describe an organic reaction: reactants, conditions, products, and yield Starting materials: FC1=CC=C(C=C1)B(O)O (4-fluoro-benzeneboronic acid), BrC1=NC=C(C=C1)Br (2,5-dibromopyridine), C(C)(=O)OCC (ethyl acetate), C([O-])([O-])=O.[Na+].[Na+] (sodium carbonate). The reagents and catalysts are C=1C=CC(=CC1)[P](C=2C=CC=CC2)(C=3C=CC=CC3)[Pd]([P](C=4C=CC=CC4)(C=5C=CC=CC5)C=6C=CC=CC6)([P](C=7C=CC=CC7)(C=8C=CC=CC8)C=9C=CC=CC9)[P](C=1C=CC=CC1)(C=1C=CC=CC1)C=1C=CC=CC1 (tetrakis(triphenylphosphine)palladium). The solvent is C(C)O (ethanol), C1(=CC=CC=C1)C (toluene). Reaction conditions: temperature 50 celsius, time 2 hour. Product: BrC=1C=CC(=NC1)C1=CC=C(C=C1)F (5-Bromo-2-(4-fluoro-phenyl)-pyridine). RXN SMILES: [F:1][C:2]1[CH:7]=[CH:6][C:5](B(O)O)=[CH:4][CH:3]=1.Br[C:12]1[CH:17]=[CH:16][C:15]([Br:18])=[CH:14][N:13]=1.C(=O)([O-])[O-].[Na+].[Na+].C(OCC)(=O)C>C(O)C.C1(C)C=CC=CC=1.C1C=CC([P]([Pd]([P](C2C=CC=CC=2)(C2C=CC=CC=2)C2C=CC=CC=2)([P](C2C=CC=CC=2)(C2C=CC=CC=2)C2C=CC=CC=2)[P](C2C=CC=CC=2)(C2C=CC=CC=2)C2C=CC=CC=2)(C2C=CC=CC=2)C2C=CC=CC=2)=CC=1>[Br:18][C:15]1[CH:16]=[CH:17][C:12]([C:5]2[CH:6]=[CH:7][C:2]([F:1])=[CH:3][CH:4]=2)=[N:13][CH:14]=1 |f:2.3.4,^1:44,46,65,84|. Procedure: 22.4 g (160 mmol) of 4-fluoro-benzeneboronic acid, 34 g (153.5 mmol) of 2,5-dibromopyridine and 1.24 g of tetrakis(triphenylphosphine)palladium were dissolved in 240 ml of ethanol and 480 ml of toluene. 480 ml of a 2 N sodium carbonate solution were added and the resulting mixture was heated to 50° C. with stirring for 2 h. After addition of 400 ml of ethyl acetate the mixture was filtered, the phases were separated and the organic phase was washed with a saturated sodium chloride solution, drie...